From a dataset of the Open Reaction Database (ORD), a public repository of structured organic reaction records. describe an organic reaction: reactants, conditions, products, and yield The reactants are Cl.ClC1=CC=C(C=C1)NN (4-chlorophenylhydrazine hydrochloride), ClC=1C=C2C(=CN(C2=CC1)CCC1CC(CC1)(C)C)CCNC (2-(5-chloro-1-(2-(3,3-dimethylcyclopentyl)ethyl)-1H-indol-3-yl)-N-methylethanamine), C(C)OC(CCCNC)OCC (4,4-diethoxy-N-methylbutan-1-amine), C(=O)(C(F)(F)F)O (TFA), BrCCC1CC(CC1)(C)C (3-(2-bromoethyl)-1,1-dimethylcyclopentane), ClC1=CC=C(C=C1)N(N)CCC1CC(CC1)(C)C (1-(4-chlorophenyl)-1-(2-(3,3-dimethylcyclopentyl)ethyl)hydrazine), C=O (formaldehyde). The solvent is C(C)#N (acetonitrile), C(C)N(CC)CC (triethylamine). Yields the product ClC=1C=C2C3=C(N(C2=CC1)CCC1CC(CC1)(C)C)CN(CC3)C (6-chloro-2,3,4,9-tetrahydro-2-methyl-9-(2-(3,3-dimethylcyclopentyl)ethyl)-1H-pyrido[3,4-b]indole). RXN SMILES: Cl.ClC1C=CC(NN)=CC=1.BrCCC1CCC(C)(C)C1.[Cl:21][C:22]1[CH:27]=[CH:26][C:25]([N:28]([CH2:30][CH2:31][CH:32]2[CH2:36][CH2:35][C:34]([CH3:38])([CH3:37])[CH2:33]2)N)=[CH:24][CH:23]=1.C(OC(OCC)CCCNC)C.ClC1C=C2[C:58](=CC=1)[N:57]([CH2:61][CH2:62][CH:63]1[CH2:67][CH2:66]C(C)(C)C1)C=C2CCNC.C=O.C(O)(C(F)(F)F)=O>C(#N)C.C(N(CC)CC)C>[Cl:21][C:22]1[CH:27]=[C:26]2[C:25](=[CH:24][CH:23]=1)[N:28]([CH2:30][CH2:31][CH:32]1[CH2:36][CH2:35][C:34]([CH3:38])([CH3:37])[CH2:33]1)[C:67]1[CH2:66][N:57]([CH3:58])[CH2:61][CH2:62][C:63]2=1 |f:0.1|. Procedure: The title compound is prepared by following General Methods 1, 3 and 4 using 4-chlorophenylhydrazine hydrochloride, 3-(2-bromoethyl)-1,1-dimethylcyclopentane, and triethylamine (General Method 1), 1-(4-chlorophenyl)-1-(2-(3,3-dimethylcyclopentyl)ethyl)hydrazine and 4,4-diethoxy-N-methylbutan-1-amine (General Method 3) and 2-(5-chloro-1-(2-(3,3-dimethylcyclopentyl)ethyl)-1H-indol-3-yl)-N-methylethanamine (Example 14), formaldehyde and TFA in acetonitrile (General Method 4).